Task: describe an organic reaction: reactants, conditions, products, and yield. Dataset: the Open Reaction Database (ORD), a public repository of structured organic reaction records Reactants: N (ammonia), CC=1SC=C2C1N(C1=C(NC2=O)C=CC=C1)CC#C (4,9-dihydro-3-methyl-4-(prop-2-ynyl)-10H-thieno[3,4-b][1,5]benzodiazepin-10-one), Cl (monohydrochloride), C=O (paraformaldehyde), C1(=CC=CC=C1)CCN1CCNCC1 (N-(2-phenylethyl)piperazine), C(C)(=O)OCC.CO.C1CCCCC1 (ethyl acetate methanol cyclohexane). Reagents/catalysts: [Cu]Cl (copper(I)chloride). Product: CC=1SC=C2C1N(C1=C(NC2=O)C=CC=C1)CCCC#CCN1CCN(CC1)CCC1=CC=CC=C1 (4,9-Dihydro-3-methyl-4-[6-[4-(2-phenyl-ethyl)-1-piperazinyl]-hex-4-ynyl]-10H-thieno[3,4-b][1,5]benzodiazepin-10-one). Isolated yield 17.0%. As a reaction SMILES: [CH3:1][C:2]1[S:3][CH:4]=[C:5]2[C:11](=[O:12])[NH:10][C:9]3[CH:13]=[CH:14][CH:15]=[CH:16][C:8]=3[N:7]([CH2:17][C:18]#[CH:19])[C:6]=12.C=O.[C:22]1([CH2:28][CH2:29][N:30]2[CH2:35][CH2:34][NH:33][CH2:32][CH2:31]2)[CH:27]=[CH:26][CH:25]=[CH:24][CH:23]=1.Cl.N.C(OCC)(=O)C.CO.[CH2:46]1[CH2:51]CCC[CH2:47]1>[Cu]Cl>[CH3:1][C:2]1[S:3][CH:4]=[C:5]2[C:11](=[O:12])[NH:10][C:9]3[CH:13]=[CH:14][CH:15]=[CH:16][C:8]=3[N:7]([CH2:17][CH2:18][CH2:19][C:47]#[C:46][CH2:51][N:33]3[CH2:32][CH2:31][N:30]([CH2:29][CH2:28][C:22]4[CH:27]=[CH:26][CH:25]=[CH:24][CH:23]=4)[CH2:35][CH2:34]3)[C:6]=12 |f:5.6.7|. Procedure: Prepared analogously to Example lb) from 4,9-dihydro-3-methyl-4-(prop-2-ynyl)-10H-thieno[3,4-b][1,5]benzodiazepin-10-one, paraformaldehyde and N-(2-phenylethyl)piperazine in the presence of catalytic quantities of copper(I)chloride in a yield of 17% of theory. The colourless monohydrochloride melted at 223°-225° C. with decomposition; RF 0.8 (Merck, ready-made TLC plates, silica gel 60 F-254; eluant: ethyl acetate/methanol/cyclohexane/conc. ammonia 8/1/1/0.1 v/v/v/v). Reactants: C(C)OC(C(N1C=NC(=C1)NC(=O)C1=C(C(=CC=C1)[N+](=O)[O-])C(=O)OCC)CCCCCC)=O (a-hexyl-4-{[(3-nitro-2-ethoxycarbonylphenyl)carbonyl]amino}imidazole-1-acetic acid ethyl ester). Reagents/catalysts: [Pd] (palladium-on-carbon). Product: C(C)OC(C(N1C=NC(=C1)NC(=O)C1=C(C(=CC=C1)N)C(=O)OCC)CCCCCC)=O (α-Hexyl-4-{[(3-amino-2-ethoxycarbonylphenyl)-carbonyl]amino}imidazole-1-acetic acid ethyl ester). Isolated yield 98.4%. RXN SMILES: [CH2:1]([O:3][C:4](=[O:34])[CH:5]([CH2:28][CH2:29][CH2:30][CH2:31][CH2:32][CH3:33])[N:6]1[CH:10]=[C:9]([NH:11][C:12]([C:14]2[CH:19]=[CH:18][CH:17]=[C:16]([N+:20]([O-])=O)[C:15]=2[C:23]([O:25][CH2:26][CH3:27])=[O:24])=[O:13])[N:8]=[CH:7]1)[CH3:2]>[Pd]>[CH2:1]([O:3][C:4](=[O:34])[CH:5]([CH2:28][CH2:29][CH2:30][CH2:31][CH2:32][CH3:33])[N:6]1[CH:10]=[C:9]([NH:11][C:12]([C:14]2[CH:19]=[CH:18][CH:17]=[C:16]([NH2:20])[C:15]=2[C:23]([O:25][CH2:26][CH3:27])=[O:24])=[O:13])[N:8]=[CH:7]1)[CH3:2]. Procedure details: A mixture of 5.1 g of a-hexyl-4-{[(3-nitro-2-ethoxycarbonylphenyl)carbonyl]amino}imidazole-1-acetic acid ethyl ester and 2.1 g of 5% palladium-on-carbon were hydrogenated in the presence of 150 ml of methanol until consumption of hydrogen ceased. The catalyst was removed by filtration and the filtrate concentrated in vacuo to provide 4.7 g of the desired subtitled intermediate. NMR.